This data is from the Open Reaction Database (ORD), a public repository of structured organic reaction records. The task is: describe an organic reaction: reactants, conditions, products, and yield Reactants: CC1=C(SC=C1)N=C=O (3-methyl-2-thienyl isocyanate), CN1CC(=O)N=C1N (creatinine), O (water). The solvent is C1(=CC=CC=C1)C (toluene), CN(C)C=O (DMF). Run at temperature 90 celsius, time 6 hour. Yields the product CC1=C(SC=C1)NC(=O)N=C1N(CC(N1)=O)C (1-(3-Methyl-2-thienyl)-3-(tetrahydro-1-methyl-4-oxo-1H-imidazol-2-ylidene) urea). The yield is 17.9%. As a reaction SMILES: [CH3:1][N:2]1[C:7]([NH2:8])=[N:6][C:4](=[O:5])[CH2:3]1.[CH3:9][C:10]1[CH:14]=[CH:13][S:12][C:11]=1[N:15]=[C:16]=[O:17].O>CN(C=O)C.C1(C)C=CC=CC=1>[CH3:9][C:10]1[CH:14]=[CH:13][S:12][C:11]=1[NH:15][C:16]([N:8]=[C:7]1[NH:6][C:4](=[O:5])[CH2:3][N:2]1[CH3:1])=[O:17]. Procedure: To a stirred suspension of 3.0 g (26.0 mM) of creatinine in 50 ml of anhydrous DMF was added dropwise a solution of 3.7 g (26 mM) of 3-methyl-2-thienyl isocyanate in 35 ml of toluene. After stirring at 90° C. for 6 hrs., the reaction mixture was cooled and poured into 100 ml of water. The separated solid was collected, washed with water and recrystallized from ethyl acetate to give 1.2 g of the above urea as a grey-white solid, m.p. 201°-202° C. Starting materials: ICl (iodine monochloride), NC1=CC(=C(C(=O)OC)C=C1I)Cl (Methyl 4-amino-2-chloro-5-iodo-benzoate), NC1=CC(=C(C(=O)OC)C=C1I)Cl (methyl 4-amino-2-chloro-5-iodo-benzoate), compound 70m, C(=O)([O-])[O-].[Ca+2] (CaCO3). Run in C(Cl)Cl (CH2Cl2), CO (MeOH). Run at time 1.5 hour. The product is NC1=CC(=C(C(=O)OC)C=C1I)Cl (methyl 4-amino-2-chloro-5-iodo-benzoate), NC1=C(C(=C(C(=O)OC)C=C1)Cl)I (methyl 4-amino-2-chloro-3-iodo-benzoate). Reaction SMILES: [NH2:1][C:2]1[C:11]([I:12])=[CH:10][C:5]([C:6]([O:8][CH3:9])=[O:7])=[C:4]([Cl:13])[CH:3]=1.C([O-])([O-])=O.[Ca+2].I[Cl:20]>CO.C(Cl)Cl>[NH2:1][C:2]1[C:11]([I:12])=[CH:10][C:5]([C:6]([O:8][CH3:9])=[O:7])=[C:4]([Cl:13])[CH:3]=1.[NH2:1][C:2]1[CH:3]=[CH:4][C:5]([C:6]([O:8][CH3:9])=[O:7])=[C:10]([Cl:20])[C:11]=1[I:12] |f:1.2|. Reported procedure: Methyl 4-amino-2-chloro-5-iodo-benzoate, 70n. To a suspension of compound 70m (1.18 g, 6.38 mmol) and CaCO3 (12.8 mmol, 1.28 g) in MeOH (13 mL) was added a solution of iodine monochloride (6.70 mmol, 1.09 g) in CH2Cl2 (6 mL) dropwise at room temperature. The resulting reaction mixture was stirred at room temperature for 1.5 h. The reaction mixture was concentrated and then partitioned between EtOAc and water. The organic layer was concentrated and purified by flash column chromatography (silica ...